Task: describe an organic reaction: reactants, conditions, products, and yield. Dataset: the Open Reaction Database (ORD), a public repository of structured organic reaction records Reactants: BrBr (Bromine), aqueous solution, S(=O)([O-])[O-].[Na+].[Na+] (sodium sulfite), CC1(OC2=C(C1=O)C=CC(=C2C)C)C (2,2,6,7-tetramethyl-1-benzofuran-3(2H)-one). Solvent: C(C)(=O)O (acetic acid). Reaction conditions: time 3 hour. Yields the product BrC=1C(=C(C2=C(C(C(O2)(C)C)=O)C1)C)C (5-bromo-2,2,6,7-tetramethyl-1-benzofuran-3(2H)-one). The yield is 87.7%. Reaction SMILES: [Br:1]Br.[CH3:3][C:4]1([CH3:16])[C:8](=[O:9])[C:7]2[CH:10]=[CH:11][C:12]([CH3:15])=[C:13]([CH3:14])[C:6]=2[O:5]1.S([O-])([O-])=O.[Na+].[Na+]>C(O)(=O)C>[Br:1][C:11]1[C:12]([CH3:15])=[C:13]([CH3:14])[C:6]2[O:5][C:4]([CH3:16])([CH3:3])[C:8](=[O:9])[C:7]=2[CH:10]=1 |f:2.3.4|. Reported procedure: Bromine (10.0 mL, 195 mmol) was added to a solution of acetic acid (150 mL) containing 2,2,6,7-tetramethyl-1-benzofuran-3(2H)-one (26.4 g, 139 mmol) synthesized in Reference Example 17, and the mixture was stirred at room temperature for 3 hours. After that, the reaction solution was poured into 5% aqueous solution of sodium sulfite. The generated crystals were collected by filtration, and recrystallized from methanol to give 32.8 g of the title compound (yield: 88%). Reactants: CC(C)(C)OC(=O)N1CCC(F)(c2nc(COc3ccc(S(C)(=O)=O)cc3)cs2)CC1, CO, Cl, C1COCCO1. The product is Cl, CS(=O)(=O)c1ccc(OCc2csc(C3(F)CCNCC3)n2)cc1. Reaction SMILES: [C:1]([O:2][C:3](=[O:4])[N:8]1[CH2:9][CH2:10][C:11]([c:14]2[s:15][cH:16][c:17]([CH2:19][O:20][c:21]3[cH:22][cH:23][c:24]([S:27](=[O:28])(=[O:29])[CH3:30])[cH:25][cH:26]3)[n:18]2)([F:31])[CH2:12][CH2:13]1)([CH3:5])([CH3:6])[CH3:7].[CH3:33][OH:34].[ClH:32].[O:35]1[CH2:36][CH2:37][O:38][CH2:39][CH2:40]1>>[ClH:32].[NH:8]1[CH2:9][CH2:10][C:11]([c:14]2[s:15][cH:16][c:17]([CH2:19][O:20][c:21]3[cH:22][cH:23][c:24]([S:27](=[O:28])(=[O:29])[CH3:30])[cH:25][cH:26]3)[n:18]2)([F:31])[CH2:12][CH2:13]1. Reactants: FC=1C=C(C=CC1)C(C1=CC=C(C=C1)C(=O)N1CCOCC1)C1CCNCC1 (4-[(3-fluorophenyl)-piperidin-4-yl-methyl]-phenyl-morpholin-4-yl-methanone), C(C)(C)(C)OC(=O)N1CCC(CC1)=C(C1=CC=C(C=C1)C(=O)N1CCCCC1)Br (tert-butyl-4-{bromo[4-(piperidinocarbonyl)phenyl]methylene}-1-piperidinecarboxylate). Yields the product FC=1C=C(C=CC1)C(C1=CC=C(C=C1)C(=O)N1CCCCC1)C1CCNCC1 (4-[(3-fluorophenyl)-piperidin-4-yl-methyl]-phenyl-piperdin-1-yl-methanone). As a reaction SMILES: [F:1][C:2]1[CH:3]=[C:4]([CH:8]([CH:23]2[CH2:28][CH2:27][NH:26][CH2:25][CH2:24]2)[C:9]2[CH:14]=[CH:13][C:12]([C:15]([N:17]3[CH2:22][CH2:21]O[CH2:19][CH2:18]3)=[O:16])=[CH:11][CH:10]=2)[CH:5]=[CH:6][CH:7]=1.[C:29](OC(N1CCC(=C(Br)C2C=CC(C(N3CCCCC3)=O)=CC=2)CC1)=O)(C)(C)C>>[F:1][C:2]1[CH:3]=[C:4]([CH:8]([CH:23]2[CH2:24][CH2:25][NH:26][CH2:27][CH2:28]2)[C:9]2[CH:10]=[CH:11][C:12]([C:15]([N:17]3[CH2:22][CH2:21][CH2:29][CH2:19][CH2:18]3)=[O:16])=[CH:13][CH:14]=2)[CH:5]=[CH:6][CH:7]=1. Procedure: Same procedure as described for the preparation of compound 85, but using compound 83 as starting material. Starting materials: C=CCOC(=O)NC(Cc1cc(C2CCCN2C(=O)Cc2ccc(N)cc2)no1)C(=O)OCC, CCOC(C)=O, ClCCl, O=C(Cl)c1c(Cl)cccc1Cl, c1ccncc1. Product: C=CCOC(=O)NC(Cc1cc(C2CCCN2C(=O)Cc2ccc(NC(=O)c3c(Cl)cccc3Cl)cc2)no1)C(=O)OCC. As a reaction SMILES: [CH2:4]([CH3:5])[O:6][C:7]([CH:8]([CH2:9][c:10]1[cH:11][c:12]([CH:15]2[N:16]([C:20]([CH2:21][c:22]3[cH:23][cH:24][c:25]([NH2:28])[cH:26][cH:27]3)=[O:29])[CH2:17][CH2:18][CH2:19]2)[n:13][o:14]1)[NH:30][C:31](=[O:32])[O:33][CH2:34][CH:35]=[CH2:36])=[O:37].[CH3:55][CH2:56][O:57][C:58](=[O:59])[CH3:60].[Cl:1][CH2:2][Cl:3].[Cl:38][c:39]1[c:40]([C:41](=[O:42])[Cl:43])[c:44]([Cl:48])[cH:45][cH:46][cH:47]1.[cH:49]1[cH:50][cH:51][n:52][cH:53][cH:54]1>>[CH2:4]([CH3:5])[O:6][C:7]([CH:8]([CH2:9][c:10]1[cH:11][c:12]([CH:15]2[N:16]([C:20]([CH2:21][c:22]3[cH:23][cH:24][c:25]([NH:28][C:41]([c:40]4[c:39]([Cl:38])[cH:47][cH:46][cH:45][c:44]4[Cl:48])=[O:42])[cH:26][cH:27]3)=[O:29])[CH2:17][CH2:18][CH2:19]2)[n:13][o:14]1)[NH:30][C:31](=[O:32])[O:33][CH2:34][CH:35]=[CH2:36])=[O:37]. The reactants are CCN=C=NCCCN(C)C, CS(N)(=O)=O, CN(C)c1ccncc1, CC1(C)Cc2cc(C(=O)O)ccc2NC1c1cc(Cl)cc(N2CCOCC2)c1, ClCCl, Cl. Product: CC1(C)Cc2cc(C(=O)NS(C)(=O)=O)ccc2NC1c1cc(Cl)cc(N2CCOCC2)c1. As a reaction SMILES: [CH3:30][N:31]([CH3:32])[CH2:33][CH2:34][CH2:35][N:36]=[C:37]=[N:38][CH2:39][CH3:40].[CH3:41][S:42](=[O:43])(=[O:44])[NH2:45].[CH3:46][N:47]([CH3:48])[c:49]1[cH:50][cH:51][n:52][cH:53][cH:54]1.[Cl:1][c:2]1[cH:3][c:4]([CH:14]2[NH:15][c:16]3[cH:17][cH:18][c:19]([C:26](=[O:27])[OH:28])[cH:20][c:21]3[CH2:22][C:23]2([CH3:24])[CH3:25])[cH:5][c:6]([N:8]2[CH2:9][CH2:10][O:11][CH2:12][CH2:13]2)[cH:7]1.[Cl:55][CH2:56][Cl:57].[ClH:29]>>[Cl:1][c:2]1[cH:3][c:4]([CH:14]2[NH:15][c:16]3[cH:17][cH:18][c:19]([C:26](=[O:27])[NH:45][S:42]([CH3:41])(=[O:43])=[O:44])[cH:20][c:21]3[CH2:22][C:23]2([CH3:24])[CH3:25])[cH:5][c:6]([N:8]2[CH2:9][CH2:10][O:11][CH2:12][CH2:13]2)[cH:7]1. Reactants: ClC=1C(=CC(=C(C1)C=1N([C@@H]([C@@H](N1)C1=CC=C(C=C1)Cl)C1=CC=C(C=C1)Cl)C(=O)Cl)OCC)C(C)(C)C#N ((4S,5R)-2-[5-Chloro-4-(cyano-dimethyl-methyl)-2-ethoxy-phenyl]-4,5-bis-(4-chloro-phenyl)-4,5-dihydro-imidazole-1-carbonyl chloride), C(C)(C)(C)NC(CN1CCNCC1)=O (N-tert-butyl-2-piperazin-1-yl-acetamide). The product is C(C)(C)(C)NC(CN1CCN(CC1)C(=O)N1C(=N[C@H]([C@H]1C1=CC=C(C=C1)Cl)C1=CC=C(C=C1)Cl)C1=C(C=C(C(=C1)Cl)C(C)(C)C#N)OCC)=O (N-tert-Butyl-2-{4-[(4S,5R)-2-[5-chloro-4-(cyano-dimethyl-methyl)-2-ethoxy-phenyl]-4,5-bis-(4-chloro-phenyl)-4,5-dihydro-imidazole-1-carbonyl]-piperazin-1-yl}-acetamide). Reaction SMILES: [Cl:1][C:2]1[C:3]([C:33]([C:36]#[N:37])([CH3:35])[CH3:34])=[CH:4][C:5]([O:30][CH2:31][CH3:32])=[C:6]([C:8]2[N:9]([C:27](Cl)=[O:28])[C@H:10]([C:20]3[CH:25]=[CH:24][C:23]([Cl:26])=[CH:22][CH:21]=3)[C@H:11]([C:13]3[CH:18]=[CH:17][C:16]([Cl:19])=[CH:15][CH:14]=3)[N:12]=2)[CH:7]=1.[C:38]([NH:42][C:43](=[O:51])[CH2:44][N:45]1[CH2:50][CH2:49][NH:48][CH2:47][CH2:46]1)([CH3:41])([CH3:40])[CH3:39]>>[C:38]([NH:42][C:43](=[O:51])[CH2:44][N:45]1[CH2:46][CH2:47][N:48]([C:27]([N:9]2[C@H:10]([C:20]3[CH:25]=[CH:24][C:23]([Cl:26])=[CH:22][CH:21]=3)[C@H:11]([C:13]3[CH:14]=[CH:15][C:16]([Cl:19])=[CH:17][CH:18]=3)[N:12]=[C:8]2[C:6]2[CH:7]=[C:2]([Cl:1])[C:3]([C:33]([C:36]#[N:37])([CH3:34])[CH3:35])=[CH:4][C:5]=2[O:30][CH2:31][CH3:32])=[O:28])[CH2:49][CH2:50]1)([CH3:41])([CH3:39])[CH3:40]. Procedure: N-tert-Butyl-2-{4-[(4S,5R)-2-[5-chloro-4-(cyano-dimethyl-methyl)-2-ethoxy-phenyl]-4,5-bis-(4-chloro-phenyl)-4,5-dihydro-imidazole-1-carbonyl]-piperazin-1-yl}-acetamide was prepared from (4S,5R)-2-[5-Chloro-4-(cyano-dimethyl-methyl)-2-ethoxy-phenyl]-4,5-bis-(4-chloro-phenyl)-4,5-dihydro-imidazole-1-carbonyl chloride (example 12k) and N-tert-butyl-2-piperazin-1-yl-acetamide (example 16g) in an analogous manner as described in example 25. LR-MS: 737.4 [(M+H)+] Starting materials: [H-].[Al+3].[Li+].[H-].[H-].[H-] (Lithium aluminum hydride), CC1=C(C=C(C=C1)C(=O)C)Br (3-bromo-4-methylacetophenone), Cl (HCl). Product: BrC=1C=C(C=CC1C)C(C)O (1-(3-bromo-4-methyl-phenyl)ethanol). Procedure: Lithium aluminum hydride (6.45 g, 170 mmol) was added to a 250 mL round-bottom flask equipped with a magnetic stirrer bar and a septum. The flask was dried under vacuum and then filled with nitrogen. Anhydrous ether (50 mL) was first injected into the flask. Subsequently, a solution of 3-bromo-4-methylacetophenone (38 g, 180 mmol) in anhydrous ether (50 mL) was injected into the flask dropwise. The reaction mixture was stirred until no more gas was generated. The mixture was poured into a dilute... RXN SMILES: [H-].[Al+3].[Li+].[H-].[H-].[H-].[CH3:7][C:8]1[CH:13]=[CH:12][C:11]([C:14]([CH3:16])=[O:15])=[CH:10][C:9]=1[Br:17].Cl>CCOCC>[Br:17][C:9]1[CH:10]=[C:11]([CH:14]([OH:15])[CH3:16])[CH:12]=[CH:13][C:8]=1[CH3:7] |f:0.1.2.3.4.5|. The solvent is CCOCC (ether). The yield is 81.0%.